Dataset: the Open Reaction Database (ORD), a public repository of structured organic reaction records. Task: describe an organic reaction: reactants, conditions, products, and yield Starting materials: CCS(=O)(=O)c1ccc(-c2cnc(N)c(Br)c2)cc1, O=C([O-])[O-], CC#N, [Na+], [Na+], O=C1NCCc2cc(B(O)O)ccc21, O, Cl[Pd]Cl, c1ccc(P(c2ccccc2)c2ccccc2)cc1, c1ccc(P(c2ccccc2)c2ccccc2)cc1. Yields the product CCS(=O)(=O)c1ccc(-c2cnc(N)c(-c3ccc4c(c3)CCNC4=O)c2)cc1. Reaction SMILES: [Br:1][c:2]1[c:3]([NH2:19])[n:4][cH:5][c:6](-[c:8]2[cH:9][cH:10][c:11]([S:14](=[O:15])(=[O:16])[CH2:17][CH3:18])[cH:12][cH:13]2)[cH:7]1.[C:34](=[O:35])([O-:36])[O-:37].[CH3:40][C:41]#[N:42].[Na+:38].[Na+:39].[O:20]=[C:21]1[NH:22][CH2:23][CH2:24][c:25]2[cH:26][c:27]([B:31]([OH:32])[OH:33])[cH:28][cH:29][c:30]21.[OH2:84].[Pd:43]([Cl:44])[Cl:45].[c:46]1([P:47]([c:48]2[cH:49][cH:50][cH:51][cH:52][cH:53]2)[c:54]2[cH:55][cH:56][cH:57][cH:58][cH:59]2)[cH:60][cH:61][cH:62][cH:63][cH:64]1.[c:65]1([P:66]([c:67]2[cH:68][cH:69][cH:70][cH:71][cH:72]2)[c:73]2[cH:74][cH:75][cH:76][cH:77][cH:78]2)[cH:79][cH:80][cH:81][cH:82][cH:83]1>>[c:2]1(-[c:27]2[cH:26][c:25]3[c:30]([cH:29][cH:28]2)[C:21](=[O:20])[NH:22][CH2:23][CH2:24]3)[c:3]([NH2:19])[n:4][cH:5][c:6](-[c:8]2[cH:9][cH:10][c:11]([S:14](=[O:15])(=[O:16])[CH2:17][CH3:18])[cH:12][cH:13]2)[cH:7]1. The reactants are C(C)(C)(C)OC(=O)N1CC=2N=CN=C(C2CC1C)OC=1C=C2C=CN(C2=CC1)C(NC=1NN=C(C1)C(C)(C)C)=O (4-[1-(5-tert-butyl-2H-pyrazol-3-ylcarbamoyl)-1H-indol-5-yloxy]-6-methyl-5,8-dihydro-6H-pyrido[3,4-d]pyrimidine-7-carboxylic acid tert-butyl ester), C(=O)(C(F)(F)F)O (TFA). The product is C(C)(C)(C)C=1C=C(NN1)NC(=O)N1C=CC2=CC(=CC=C12)OC=1C2=C(N=CN1)CNC(C2)C ((±)-5-(6-Methyl-5,6,7,8-tetrahydro-pyrido[3,4-d]pyrimidin-4-yloxy)-indole-1-carboxylic acid (5-tert-butyl-2H-pyrazol-3-yl)-amide). As a reaction SMILES: C(OC([N:8]1[CH:17]([CH3:18])[CH2:16][C:15]2[C:14]([O:19][C:20]3[CH:21]=[C:22]4[C:26](=[CH:27][CH:28]=3)[N:25]([C:29](=[O:40])[NH:30][C:31]3[NH:32][N:33]=[C:34]([C:36]([CH3:39])([CH3:38])[CH3:37])[CH:35]=3)[CH:24]=[CH:23]4)=[N:13][CH:12]=[N:11][C:10]=2[CH2:9]1)=O)(C)(C)C.C(O)(C(F)(F)F)=O>C(Cl)Cl>[C:36]([C:34]1[CH:35]=[C:31]([NH:30][C:29]([N:25]2[C:26]3[C:22](=[CH:21][C:20]([O:19][C:14]4[C:15]5[CH2:16][CH:17]([CH3:18])[NH:8][CH2:9][C:10]=5[N:11]=[CH:12][N:13]=4)=[CH:28][CH:27]=3)[CH:23]=[CH:24]2)=[O:40])[NH:32][N:33]=1)([CH3:39])([CH3:37])[CH3:38]. The solvent is C(Cl)Cl (DCM). Procedure: A solution of 4-[1-(5-tert-butyl-2H-pyrazol-3-ylcarbamoyl)-1H-indol-5-yloxy]-6-methyl-5,8-dihydro-6H-pyrido[3,4-d]pyrimidine-7-carboxylic acid tert-butyl ester (300 mg, 0.55 mmol), DCM (5 mL), and TFA (5 mL) is stirred at it for 2 h. At that point the solution is concentrated and the residue separated via semi-prep HPLC (C18; 10-100% I/H2O with 0.1% NH4OH) to give the title compound. MS (ESI) m/z 446.2 (M+1); 1H NMR (400 MHz, MeOD) δ ppm 8.37 (s, 1 H), 8.32 (d, J=8.8 Hz, 1 H), 7.88 (d, J=3.5 Hz,... Starting materials: [OH-].[NH4+] (Ammonium hydroxide), CC=1N(CCN1)C=1C=C(C=CC1)C=1OC=CC1C(=O)OCC (ethyl 2-[3-(2-methyl-4,5-dihydro-1H-imidazol-1-yl)phenyl]-3-furoate), Cl (hydrochloric acid), C(C)(=O)[O-] (acetate). Solvent: C1(=CC=CC=C1)C (toluene), O (water), CO (Methanol). Reaction conditions: temperature 110 celsius, time 30 minute. The product is ClC=1C=C(C=CC1)[C@H](CNCCNC=1C=C(C=CC1)C=1OC=CC1C(=O)O)O (2-{3-[(2-{[(2R)-2-(3-chlorophenyl)-2-hydroxyethyl]-amino}ethyl)amino]phenyl}-3-furoic acid). The yield is 95.0%. As a reaction SMILES: [OH-:1].[NH4+].[CH3:3][C:4]1[N:5]([C:9]2[CH:10]=[C:11]([C:15]3[O:16][CH:17]=[CH:18][C:19]=3[C:20]([O:22]CC)=[O:21])[CH:12]=[CH:13][CH:14]=2)[CH2:6][CH2:7][N:8]=1.[C:25]([O-])(=O)[CH3:26].[ClH:29]>CO.C1(C)C=CC=CC=1.O>[Cl:29][C:10]1[CH:9]=[C:14]([C@@H:3]([OH:1])[CH2:4][NH:8][CH2:7][CH2:6][NH:5][C:9]2[CH:10]=[C:11]([C:15]3[O:16][CH:17]=[CH:18][C:19]=3[C:20]([OH:22])=[O:21])[CH:12]=[CH:13][CH:14]=2)[CH:13]=[CH:25][CH:26]=1 |f:0.1|. Reported procedure: Ammonium hydroxide (28%, 13 ml) was added over 10 min. to a mixture of ethyl 2-[3-(2-methyl-4,5-dihydro-1H-imidazol-1-yl)phenyl]-3-furoate (13.0 g), deionized water (104 ml), and toluene (104 ml). After 30 min stirring, the organic layer was collected, washed with deionized water (26 ml), and concentrated to ca. 30 ml to remove traces of water azetropically. (R)-3-Chlorostyrene oxide (5.17 g) was added, and the resultant was heated under nitrogen at 110° C. for at least 14 h. The mixture was coo... Reactants: O=CCc1cccc(C2CCN(C(=O)OCc3ccccc3)CC2)c1, CS(C)=O, [O-][Cl+][O-], [Na+], [Na+], O, O=P([O-])(O)O. Yields the product O=C(O)Cc1cccc(C2CCN(C(=O)OCc3ccccc3)CC2)c1. As a reaction SMILES: [CH2:1]([c:2]1[cH:3][cH:4][cH:5][cH:6][cH:7]1)[O:8][C:9](=[O:10])[N:11]1[CH2:12][CH2:13][CH:14]([c:17]2[cH:18][c:19]([CH2:23][CH:24]=[O:25])[cH:20][cH:21][cH:22]2)[CH2:15][CH2:16]1.[CH3:37][S:38](=[O:39])[CH3:40].[Cl+:32]([O-:33])[O-:34].[Na+:26].[Na+:35].[OH2:36].[OH:27][P:28](=[O:29])([O-:30])[OH:31]>>[CH2:1]([c:2]1[cH:3][cH:4][cH:5][cH:6][cH:7]1)[O:8][C:9](=[O:10])[N:11]1[CH2:12][CH2:13][CH:14]([c:17]2[cH:18][c:19]([CH2:23][C:24](=[O:25])[OH:27])[cH:20][cH:21][cH:22]2)[CH2:15][CH2:16]1. Starting materials: O=C1CCC(=O)N1Br, ClCCl, O=C(O)C(CC1CCCC1)c1ccc(S(=O)(=O)C(F)(F)F)cc1, Nc1nccs1, c1ccc(P(c2ccccc2)c2ccccc2)cc1. The product is O=C(Nc1nccs1)C(CC1CCCC1)c1ccc(S(=O)(=O)C(F)(F)F)cc1. Reaction SMILES: [Br:43][N:44]1[C:45](=[O:46])[CH2:47][CH2:48][C:49]1=[O:50].[CH2:57]([Cl:58])[Cl:59].[CH:1]1([CH2:6][CH:7]([C:8](=[O:9])[OH:10])[c:11]2[cH:12][cH:13][c:14]([S:17](=[O:18])(=[O:19])[C:20]([F:21])([F:22])[F:23])[cH:15][cH:16]2)[CH2:2][CH2:3][CH2:4][CH2:5]1.[NH2:51][c:52]1[s:53][cH:54][cH:55][n:56]1.[c:24]1([P:25]([c:26]2[cH:27][cH:28][cH:29][cH:30][cH:31]2)[c:32]2[cH:33][cH:34][cH:35][cH:36][cH:37]2)[cH:38][cH:39][cH:40][cH:41][cH:42]1>>[CH:1]1([CH2:6][CH:7]([C:8](=[O:10])[NH:51][c:52]2[s:53][cH:54][cH:55][n:56]2)[c:11]2[cH:12][cH:13][c:14]([S:17](=[O:18])(=[O:19])[C:20]([F:21])([F:22])[F:23])[cH:15][cH:16]2)[CH2:2][CH2:3][CH2:4][CH2:5]1. Reactants: CI (Methyl iodide), C1(=CC=CC=C1)C1CC(C1)C(=O)OC (methyl 3-phenylcyclobutanecarboxylate), C(CCC)[Li] (n-Butyl lithium), solution, C(C)(C)NC(C)C (di-isopropylamine). The solvent is O1CCCC1 (tetrahydrofuran), CCCCCC (hexane), O1CCCC1 (tetrahydrofuran). Conditions: temperature 0 celsius, time 1 hour. Product: ester, CC1(CC(C1)C1=CC=CC=C1)C(=O)OC (methyl 1-methyl-3-phenylcyclobutanecarboxylate). RXN SMILES: [CH2:1]([Li])CCC.C(NC(C)C)(C)C.[C:13]1([CH:19]2[CH2:22][CH:21]([C:23]([O:25][CH3:26])=[O:24])[CH2:20]2)[CH:18]=[CH:17][CH:16]=[CH:15][CH:14]=1.CI>CCCCCC.O1CCCC1>[CH3:1][C:21]1([C:23]([O:25][CH3:26])=[O:24])[CH2:20][CH:19]([C:13]2[CH:18]=[CH:17][CH:16]=[CH:15][CH:14]=2)[CH2:22]1. Procedure: n-Butyl lithium (8.15ml. of a 1.23M solution in hexane) was added dropwise to a stirred solution of di-isopropylamine (1.40ml.) in dry tetrahydrofuran (15ml.) at -78° C. in an atmosphere of argon. The solution was warmed to 0° C. and a solution of methyl 3-phenylcyclobutanecarboxylate (1.90g.) in dry tetrahydrofuran (20ml.) was added dropwise and the reaction mixture was stirred at 0° C. for 1 hour. Methyl iodide (1.30ml.) was added and stirring was continued for 16 hours, allowing the reaction ... Starting materials: CC(C)C[AlH]CC(C)C, ClCCl, COC(=O)c1ccc(S(=O)(=O)C2CCN(CCc3ccc(F)cc3F)CC2)cc1. The product is O=S(=O)(c1ccc(CO)cc1)C1CCN(CCc2ccc(F)cc2F)CC1. Reaction SMILES: [CH3:30][CH:31]([CH2:32][AlH:33][CH2:34][CH:35]([CH3:36])[CH3:37])[CH3:38].[Cl:39][CH2:40][Cl:41].[F:1][c:2]1[c:3]([CH2:9][CH2:10][N:11]2[CH2:12][CH2:13][CH:14]([S:17](=[O:18])(=[O:19])[c:20]3[cH:21][cH:22][c:23]([C:26](=[O:27])[O:28][CH3:29])[cH:24][cH:25]3)[CH2:15][CH2:16]2)[cH:4][cH:5][c:6]([F:8])[cH:7]1>>[F:1][c:2]1[c:3]([CH2:9][CH2:10][N:11]2[CH2:12][CH2:13][CH:14]([S:17](=[O:18])(=[O:19])[c:20]3[cH:21][cH:22][c:23]([CH2:26][OH:27])[cH:24][cH:25]3)[CH2:15][CH2:16]2)[cH:4][cH:5][c:6]([F:8])[cH:7]1. Starting materials: Cc1ccc(C)cc1, CS(C)=O, N#Cc1ccccc1Cl, Cl[Pd]Cl, [Na+], [Na+], O=C([O-])[O-], O, OCC(O)CO, Cc1ccc(B(O)O)cc1. Product: Cc1ccc(-c2ccccc2C#N)cc1. Reaction SMILES: [CH3:26][c:27]1[cH:28][cH:29][c:30]([CH3:31])[cH:32][cH:33]1.[CH3:41][S:42]([CH3:43])=[O:44].[Cl:1][c:2]1[c:3]([C:4]#[N:5])[cH:6][cH:7][cH:8][cH:9]1.[Cl:45][Pd:46][Cl:47].[Na+:20].[Na+:21].[O-:22][C:23](=[O:24])[O-:25].[OH2:40].[OH:34][CH2:35][CH:36]([CH2:37][OH:38])[OH:39].[c:10]1([CH3:19])[cH:11][cH:12][c:13]([B:16]([OH:17])[OH:18])[cH:14][cH:15]1>>[c:2]1(-[c:13]2[cH:12][cH:11][c:10]([CH3:19])[cH:15][cH:14]2)[c:3]([C:4]#[N:5])[cH:6][cH:7][cH:8][cH:9]1. Starting materials: BrC1=CC=C2C(=C(C=NC2=C1)[N+](=O)[O-])NCC1CCOCC1 (7-Bromo-3-nitro-N-(tetrahydro-2H-pyran-4-ylmethyl)quinolin-4-amine). Reagents/catalysts: [Pt] (Platinum on carbon). Run in C(C)#N (acetonitrile), C(C)(C)O (isopropyl alcohol). Run at time 2 hour. Yields the product BrC1=CC=C2C(=C(C=NC2=C1)N)NCC1CCOCC1 (7-bromo-N4-(tetrahydro-2H-pyran-4-ylmethyl)quinoline-3,4-diamine). RXN SMILES: [Br:1][C:2]1[CH:11]=[C:10]2[C:5]([C:6]([NH:15][CH2:16][CH:17]3[CH2:22][CH2:21][O:20][CH2:19][CH2:18]3)=[C:7]([N+:12]([O-])=O)[CH:8]=[N:9]2)=[CH:4][CH:3]=1>C(#N)C.C(O)(C)C.[Pt]>[Br:1][C:2]1[CH:11]=[C:10]2[C:5]([C:6]([NH:15][CH2:16][CH:17]3[CH2:18][CH2:19][O:20][CH2:21][CH2:22]3)=[C:7]([NH2:12])[CH:8]=[N:9]2)=[CH:4][CH:3]=1. Reported procedure: 7-Bromo-3-nitro-N-(tetrahydro-2H-pyran-4-ylmethyl)quinolin-4-amine (20 g, 55 mmol) was dissolved in a mixture of acetonitrile (500 mL) and isopropyl alcohol (50 mL) and the solution was placed in a pressure bottle. Platinum on carbon (5%, 2 g) was then added and the reaction mixture was shaken under H2 at 48 PSI (3.3×105 Pa). After 2 hours, the reaction mixture was filtered through a pad of CELITE filter agent. The pad was rinsed with acetonitrile and the combined filtrates were concentrated und...